This data is from the Open Reaction Database (ORD), a public repository of structured organic reaction records. The task is: describe an organic reaction: reactants, conditions, products, and yield Reactants: COC(=O)C=1OC2=C(C1CBr)C=CC=C2 (3-Bromomethylbenzofuran-2-carboxylic acid methyl ester), CNC.C1CCOC1 (dimethylamine THF). Solvent: CN(C)C=O (DMF), CCOC(=O)C (EtOAc). Run at time 1.5 hour. The product is COC(=O)C=1OC2=C(C1CN(C)C)C=CC=C2 (3-dimethylaminomethylbenzofuran-2-carboxylic acid methyl ester). Isolated yield 56.2%. Reaction SMILES: [CH3:1][O:2][C:3]([C:5]1[O:6][C:7]2[CH:15]=[CH:14][CH:13]=[CH:12][C:8]=2[C:9]=1[CH2:10]Br)=[O:4].[CH3:16][NH:17][CH3:18].C1COCC1>CN(C=O)C.CCOC(C)=O>[CH3:1][O:2][C:3]([C:5]1[O:6][C:7]2[CH:15]=[CH:14][CH:13]=[CH:12][C:8]=2[C:9]=1[CH2:10][N:17]([CH3:18])[CH3:16])=[O:4] |f:1.2|. Procedure details: 3-Bromomethylbenzofuran-2-carboxylic acid methyl ester (269 mg, 1 mmol) was dissolved in anhydrous DMF and added 2M dimethylamine/THF solution (1.5 ml, 3 mmol). After 1-2 h, the reaction was diluted with EtOAc and washed twice with saturated NaHCO3 (aq.) and brine. The organic extract over was dried over Na2SO4 and then concentrated in vacuo. The crude was purified on a silica gel column (5% MeOH in dichloromethane) to give 3-dimethylaminomethylbenzofuran-2-carboxylic acid methyl ester (131 mg).